This data is from the Open Reaction Database (ORD), a public repository of structured organic reaction records. The task is: describe an organic reaction: reactants, conditions, products, and yield Reaction conditions: temperature 0 celsius, time 30 minute. Procedure: To a solution of 8-iodo-6-{[4-(trifluoromethoxy)phenyl]sulfonyl}-2-(trifluoromethyl)-6,11-dihydro-5H-pyrido[2,3-b][1,5]benzodiazepine (380 mg, 0.618 mmol, intermediate 61) in 2 ml of THF was added a solution of isopropyl magnesium chloride (1.54 ml, 3.08 mmol) in THF (2M) at 0° C. and the solution was stirred for 30 min at 0° C. Then the reaction mixture was added to a solution of ethyl cyanidocarbonate in 3 mL of THF and stirred for 30 min at 0° C. The reaction mixture was poured into 2 mL of 2... Run in C1CCOC1 (THF), C1CCOC1 (THF), C1CCOC1 (THF). Product: FC(OC1=CC=C(C=C1)S(=O)(=O)N1CC2=C(NC3=C1C=C(C=C3)C(=O)OCC)N=C(C=C2)C(F)(F)F)(F)F (Ethyl 6-{[4-(trifluoromethoxy)phenyl]sulfonyl}-2-(trifluoromethyl)-6,11-dihydro-5H-pyrido[2,3-b][1,5]benzodiazepine-8-carboxylate). As a reaction SMILES: I[C:2]1[CH:3]=[CH:4][C:5]2[NH:11][C:10]3[N:12]=[C:13]([C:16]([F:19])([F:18])[F:17])[CH:14]=[CH:15][C:9]=3[CH2:8][N:7]([S:20]([C:23]3[CH:28]=[CH:27][C:26]([O:29][C:30]([F:33])([F:32])[F:31])=[CH:25][CH:24]=3)(=[O:22])=[O:21])[C:6]=2[CH:34]=1.[CH:35]([Mg]Cl)([CH3:37])C.Cl.[C:41]([O-])([OH:43])=[O:42].[Na+]>C1COCC1>[F:31][C:30]([F:33])([F:32])[O:29][C:26]1[CH:27]=[CH:28][C:23]([S:20]([N:7]2[C:6]3[CH:34]=[C:2]([C:41]([O:43][CH2:35][CH3:37])=[O:42])[CH:3]=[CH:4][C:5]=3[NH:11][C:10]3[N:12]=[C:13]([C:16]([F:19])([F:18])[F:17])[CH:14]=[CH:15][C:9]=3[CH2:8]2)(=[O:22])=[O:21])=[CH:24][CH:25]=1 |f:3.4|. Starting materials: IC=1C=CC2=C(N(CC3=C(N2)N=C(C=C3)C(F)(F)F)S(=O)(=O)C3=CC=C(C=C3)OC(F)(F)F)C1 (8-iodo-2-(trifluoromethyl)-6-{[4-(trifluoromethoxy)phenyl]-sulfonyl}-6,11-dihydro-5H-pyrido[2,3-b][1,5]benzodiazepine), IC=1C=CC2=C(N(CC3=C(N2)N=C(C=C3)C(F)(F)F)S(=O)(=O)C3=CC=C(C=C3)OC(F)(F)F)C1 (8-iodo-2-(trifluoromethyl)-6-{[4-(trifluoromethoxy)phenyl]-sulfonyl}-6,11-dihydro-5H-pyrido[2,3-b][1,5]benzodiazepine), C(C)(C)[Mg]Cl (isopropyl magnesium chloride), Cl (HCl), ice water, C(=O)(O)[O-].[Na+] (NaHCO3). Reactants: ClC1=C(C(=CC=C1)Cl)CS(=O)(=O)C=1C=C2/C(/C(NC2=CC1)=O)=C/C1=C(C(=C(N1)C)CC(=O)NCCN1CCN(CC1)C(COC(C)=O)=O)C (acetic acid 2-{4-[2-(2-{5-[5-(2,6-dichloro-phenylmethanesulfonyl)-2-oxo-1,2-dihydro-indol-(3Z)-ylidenemethyl]-2,4-dimethyl-1H-pyrrol-3-yl}-acetylamino)-ethyl]-piperazin-1-yl}-2-oxo-ethyl ester), C([O-])([O-])=O.[K+].[K+] (potassium carbonate). Solvent: O (water), CO (methanol). Reaction conditions: temperature 40 celsius, time 8 hour. The product is ClC1=C(C(=CC=C1)Cl)CS(=O)(=O)C=1C=C2/C(/C(NC2=CC1)=O)=C/C1=C(C(=C(N1)C)CC(=O)NCCN1CCN(CC1)C(CO)=O)C (2-{5-[5-(2,6-Dichloro-phenylmethanesulfonyl)-2-oxo-1,2-dihydro-indol-(3Z)-ylidenemethyl]-2,4-dimethyl-1H-pyrrol-3-yl}-N-{2-[4-(2-hydroxy-acetyl)-piperazin-1-yl]-ethyl}-acetamide). RXN SMILES: [Cl:1][C:2]1[CH:7]=[CH:6][CH:5]=[C:4]([Cl:8])[C:3]=1[CH2:9][S:10]([C:13]1[CH:14]=[C:15]2[C:19](=[CH:20][CH:21]=1)[NH:18][C:17](=[O:22])/[C:16]/2=[CH:23]\[C:24]1[NH:28][C:27]([CH3:29])=[C:26]([CH2:30][C:31]([NH:33][CH2:34][CH2:35][N:36]2[CH2:41][CH2:40][N:39]([C:42](=[O:48])[CH2:43][O:44]C(=O)C)[CH2:38][CH2:37]2)=[O:32])[C:25]=1[CH3:49])(=[O:12])=[O:11].C(=O)([O-])[O-].[K+].[K+]>O.CO>[Cl:8][C:4]1[CH:5]=[CH:6][CH:7]=[C:2]([Cl:1])[C:3]=1[CH2:9][S:10]([C:13]1[CH:14]=[C:15]2[C:19](=[CH:20][CH:21]=1)[NH:18][C:17](=[O:22])/[C:16]/2=[CH:23]\[C:24]1[NH:28][C:27]([CH3:29])=[C:26]([CH2:30][C:31]([NH:33][CH2:34][CH2:35][N:36]2[CH2:41][CH2:40][N:39]([C:42](=[O:48])[CH2:43][OH:44])[CH2:38][CH2:37]2)=[O:32])[C:25]=1[CH3:49])(=[O:12])=[O:11] |f:1.2.3|. Reported procedure: A mixture of acetic acid 2-{4-[2-(2-{5-[5-(2,6-dichloro-phenylmethanesulfonyl)-2-oxo-1,2-dihydro-indol-(3Z)-ylidenemethyl]-2,4-dimethyl-1H-pyrrol-3-yl}-acetylamino)-ethyl]-piperazin-1-yl}-2-oxo-ethyl ester (100 mg), 10% potassium carbonate in water and methanol (5 mL) was stirred at 40° C. for overnight. The reaction was concentrated, extracted with DCM. The combined DCM was dried, concentrated and purified on a silica gel column to give the titled compound as an orange-red solid. MS m/z 686 [M−... The reactants are [Br-], C=CCC1(C)CC(c2cccc(Cl)c2)C(c2ccc(Cl)cc2)N(C(CC)CC=O)C1=O, C1CCOC1, C[Mg+], Cc1ccccc1. The product is C=CCC1(C)CC(c2cccc(Cl)c2)C(c2ccc(Cl)cc2)N(C(CC)CC(C)O)C1=O. Reaction SMILES: [Br-:32].[CH2:1]([CH:2]=[CH2:3])[C:4]1([CH3:31])[C:5](=[O:30])[N:6]([CH:24]([CH2:25][CH:26]=[O:27])[CH2:28][CH3:29])[CH:7]([c:17]2[cH:18][cH:19][c:20]([Cl:23])[cH:21][cH:22]2)[CH:8]([c:10]2[cH:11][c:12]([Cl:16])[cH:13][cH:14][cH:15]2)[CH2:9]1.[CH2:35]1[O:36][CH2:37][CH2:38][CH2:39]1.[CH3:33][Mg+:34].[CH3:40][c:41]1[cH:42][cH:43][cH:44][cH:45][cH:46]1>>[CH2:1]([CH:2]=[CH2:3])[C:4]1([CH3:31])[C:5](=[O:30])[N:6]([CH:24]([CH2:25][CH:26]([OH:27])[CH3:33])[CH2:28][CH3:29])[CH:7]([c:17]2[cH:18][cH:19][c:20]([Cl:23])[cH:21][cH:22]2)[CH:8]([c:10]2[cH:11][c:12]([Cl:16])[cH:13][cH:14][cH:15]2)[CH2:9]1. The reactants are C(CC(O)(C(=O)O)CC(=O)O)(=O)O (citric acid), BrCCCCCBr (1,5-dibromopentane), [H-].[Na+] (sodium hydride oil dispersion), O1CCNC(C2=C1C=CC=C2)=O (2,3,4,5-tetrahydro-1,4-benzoxazepin-5-one). Solvent: CN(C=O)C (dimethylformamide). Run at time 1 hour. The product is BrCCCCCN1CCOC2=C(C1=O)C=CC=C2 (4-(5-bromopentyl)-2,3,4,5-tetrahydro-1,4-benzoxazepin-5-one). Yield: 65.0%. RXN SMILES: [O:1]1[C:7]2[CH:8]=[CH:9][CH:10]=[CH:11][C:6]=2[C:5](=[O:12])[NH:4][CH2:3][CH2:2]1.[Br:13][CH2:14][CH2:15][CH2:16][CH2:17][CH2:18]Br.[H-].[Na+].C(O)(=O)CC(CC(O)=O)(C(O)=O)O>CN(C)C=O>[Br:13][CH2:14][CH2:15][CH2:16][CH2:17][CH2:18][N:4]1[C:5](=[O:12])[C:6]2[CH:11]=[CH:10][CH:9]=[CH:8][C:7]=2[O:1][CH2:2][CH2:3]1 |f:2.3|. Procedure: In 20 ml of dimethylformamide (DMF) was dissolved 100 mg of 2,3,4,5-tetrahydro-1,4-benzoxazepin-5-one, and the solution then ice-cooled. Then, to the resulting solution were added 0.251 ml (3 equivalents) of 1,5-dibromopentane and 29.4 mg (1.2 equivalent) of a 60% sodium hydride oil dispersion, and the mixture was stirred for one hour with ice-cooling. The reaction solution was poured into a citric acid aqueous solution and extracted with ethyl acetate, and the ethyl acetate phase was washed wit... Starting materials: CC1CCCO1, O=C1CCN(N2CCCCC2)C(=O)C1, Nc1ccc(Cl)cc1Cl, O. Product: O=C1C=C(Nc2ccc(Cl)cc2Cl)CCN1N1CCCCC1. Reaction SMILES: [CH3:25][CH:26]1[CH2:27][CH2:28][CH2:29][O:30]1.[N:1]1([N:9]2[CH2:10][CH2:11][CH2:12][CH2:13][CH2:14]2)[C:2](=[O:8])[CH2:3][C:4](=[O:7])[CH2:5][CH2:6]1.[NH2:15][c:16]1[cH:17][cH:18][c:19]([Cl:20])[cH:21][c:22]1[Cl:23].[OH2:24]>>[N:1]1([N:9]2[CH2:10][CH2:11][CH2:12][CH2:13][CH2:14]2)[C:2](=[O:8])[CH:3]=[C:4]([NH:15][c:16]2[cH:17][cH:18][c:19]([Cl:20])[cH:21][c:22]2[Cl:23])[CH2:5][CH2:6]1. Reaction SMILES: [CH2:1]1[CH2:10][O:9][C:8]2[CH:7]=[CH:6][C:5]([NH:11][C:12]3[C:17]([F:18])=[CH:16][N:15]=[C:14]([NH:19][C:20]4[CH:25]=CC=C(O)C=4)[N:13]=3)=[CH:4][C:3]=2[O:2]1.ClC1N=C(NC2C=CC3[O:41]CCOC=3C=2)C(F)=CN=1.OCCN>>[CH2:1]1[CH2:10][O:9][C:8]2[CH:7]=[CH:6][C:5]([NH:11][C:12]3[C:17]([F:18])=[CH:16][N:15]=[C:14]([NH:19][CH2:20][CH2:25][OH:41])[N:13]=3)=[CH:4][C:3]=2[O:2]1. Starting materials: C1OC=2C=C(C=CC2OC1)NC1=NC(=NC=C1F)NC1=CC(=CC=C1)O (N4-(3,4-ethylenedioxyphenyl)-5-fluoro-N2-(3-hydroxyphenyl)-2,4-pyrimidinediamine), ClC1=NC=C(C(=N1)NC1=CC2=C(C=C1)OCCO2)F (2-chloro-N4-(3,4-ethylenedioxyphenyl)-5-fluoro-4-pyrimidineamine), OCCN (2-hydroxyethylamine). The product is C1OC=2C=C(C=CC2OC1)NC1=NC(=NC=C1F)NCCO (N4-(3,4-ethylenedioxyphenyl)-5-fluoro-N2-(2-hydroxyethyl)-2,4-pyrimidinediamine). Procedure details: In like manner to preparation of N4-(3,4-ethylenedioxyphenyl)-5-fluoro-N2-(3-hydroxyphenyl)-2,4-pyrimidinediamine, 2-chloro-N4-(3,4-ethylenedioxyphenyl)-5-fluoro-4-pyrimidineamine and 2-hydroxyethylamine gave N4-(3,4-ethylenedioxyphenyl)-5-fluoro-N2-(2-hydroxyethyl)-2,4-pyrimidinediamine. 1H NMR (CD3OD): δ 7.7 (bs, 1H), 7.32 (d, 1H, J=2.4 Hz), 7.05 (dd, 1H, J=2.4 and 9 Hz), 6.75 (d, 1H, J=8.9 Hz), 4.21 (s, 4H), 3.67 (t, 2H, J=5.7 Hz), 3.38 (t, 2H, J=5.4 Hz); 19F NMR (CD3OD): −48518; LCMD: ret. t... The reactants are CC1=CC2=C(S1)NC=3C=CC=CC3N=C2N4CCN(CC4)C (olanzapine), CS(=O)(=O)O (methane sulfonic acid). Run in CC(=O)C (acetone), CC(=O)C (acetone). Run at time 1 hour. Product: CC1=CC2=C(S1)NC=3C=CC=CC3N=C2N4CCN(CC4)C.S(C)(=O)(=O)[O-] (Olanzapine Mesylate). RXN SMILES: [CH3:1][C:2]1[S:6][C:5]2[NH:7][C:8]3[CH:9]=[CH:10][CH:11]=[CH:12][C:13]=3[N:14]=[C:15]([N:16]3[CH2:21][CH2:20][N:19]([CH3:22])[CH2:18][CH2:17]3)[C:4]=2[CH:3]=1.[CH3:23][S:24]([OH:27])(=[O:26])=[O:25]>CC(C)=O>[CH3:1][C:2]1[S:6][C:5]2[NH:7][C:8]3[CH:9]=[CH:10][CH:11]=[CH:12][C:13]=3[N:14]=[C:15]([N:16]3[CH2:17][CH2:18][N:19]([CH3:22])[CH2:20][CH2:21]3)[C:4]=2[CH:3]=1.[S:24]([O-:27])(=[O:26])(=[O:25])[CH3:23] |f:3.4|. Procedure: To a solution of 5.0 g of olanzapine base in 150 ml acetone was slowly added a solution of 1.53 g of methane sulfonic acid in 50 ml of acetone at room temperature. The mixture was stirred for 1 hour and then overnight at 4° C. Crystals were isolated by filtration, washed with 10 ml of acetone and 20 ml of ether and dried overnight at 40° C. in vacuo. Yield: 6.62 g (95%) as a hemi-acetonate.